From a dataset of the Open Reaction Database (ORD), a public repository of structured organic reaction records. describe an organic reaction: reactants, conditions, products, and yield Yield: 86.6%. Yields the product ClC=1N=C(C2=C(N1)SC=N2)NC2=CC(=CC=C2)N2[C@H](CCC2)C ((S)-5-chloro-N-(3-(2-methylpyrrolidin-1-yl)phenyl)thiazolo[5,4-d]pyrimidin-7-amine). The reactants are C[C@@H]1N(CCC1)C=1C=C(C=CC1)N ((S)-3-(2-methylpyrrolidin-1-yl)benzenamine), ClC=1N=C(C2=C(N1)SC=N2)Cl (5,7-dichlorothiazolo[5,4-d]pyrimidine), CCN(C(C)C)C(C)C (DIEA). The solvent is CC(C)O (IPA). As a reaction SMILES: [CH3:1][C@H:2]1[CH2:6][CH2:5][CH2:4][N:3]1[C:7]1[CH:8]=[C:9]([NH2:13])[CH:10]=[CH:11][CH:12]=1.[Cl:14][C:15]1[N:16]=[C:17](Cl)[C:18]2[N:23]=[CH:22][S:21][C:19]=2[N:20]=1.CCN(C(C)C)C(C)C>CC(O)C>[Cl:14][C:15]1[N:16]=[C:17]([NH:13][C:9]2[CH:10]=[CH:11][CH:12]=[C:7]([N:3]3[CH2:4][CH2:5][CH2:6][C@@H:2]3[CH3:1])[CH:8]=2)[C:18]2[N:23]=[CH:22][S:21][C:19]=2[N:20]=1. Procedure details: A mixture of (S)-3-(2-methylpyrrolidin-1-yl)benzenamine (0.9 g, 5.34 mmol), 5,7-dichlorothiazolo[5,4-d]pyrimidine (1.1 g, 5.34 mmol), DIEA (1.4 g, 10.68 mmol) in IPA (15 mL) was heated to reflux for 2 hours. Then the reaction mixture was concentrated and residue purified by column chromatography (petroleum ether:ethyl acetate=8:1) to give (S)-5-chloro-N-(3-(2-methylpyrrolidin-1-yl)phenyl)thiazolo[5,4-d]pyrimidin-7-amine (1.6 g, 91.4%) as yellow solid. LC-MS: 346 [M+H]+, tR=1.82 min. The reactants are C(C)(O)O (ethanediol), BrC=1C(=C2C(CCSC2=C(C1)C)=O)C (6-bromo-5,8-dimethyl-4-thiochromanone), O.C1(=CC=C(C=C1)S(=O)(=O)O)C (p-toluenesulfonic acid monohydrate). The solvent is C(C)OCC (diethyl ether), C(OC)(OC)OC (trimethyl orthoformate). Run at temperature 80 celsius, time 8 hour. The product is BrC=1C(=C2C(=C(C1)C)SCCC21OCCO1)C (6-Bromo-5,8-dimethylspiro[thiochromane-4,2′-[1,3]dioxolane]). Reaction SMILES: [Br:1][C:2]1[C:3]([CH3:14])=[C:4]2[C:9](=[C:10]([CH3:12])[CH:11]=1)[S:8][CH2:7][CH2:6][C:5]2=[O:13].[CH:15](O)([OH:17])[CH3:16].O.C1(C)C=CC(S(O)(=O)=O)=CC=1>C(OC)(OC)OC.C(OCC)C>[Br:1][C:2]1[C:3]([CH3:14])=[C:4]2[C:5]3([O:17][CH2:15][CH2:16][O:13]3)[CH2:6][CH2:7][S:8][C:9]2=[C:10]([CH3:12])[CH:11]=1 |f:2.3|. Procedure details: 58.4 g (0.22 mol) of 6-bromo-5,8-dimethyl-4-thiochromanone were dissolved in 380 ml of trimethyl orthoformate, admixed with 555 g (8.9 mol) of ethanediol and 0.2 g of p-toluenesulfonic acid monohydrate and stirred at 80° C. overnight. The mixture was subsequently allowed to cool, diluted with 500 ml of diethyl ether and washed with a 1:1 mixture of 1 M aqueous sodium hydroxide solution and sat. NaCl solution (2×500 ml) and subsequently with sat. NaCl solution (300 ml). The organic phase was drie... Starting materials: [H-].[Na+] (Sodium hydride), FC1=C(C#N)C(=CC=C1)F (2,6-difluorobenzonitrile), C1(CCCC1)CO (Cyclopentylmethanol), [H-].[Na+] (sodium hydride), O (water). The solvent is CN(C)C=O (DMF), CN(C)C=O (DMF). Conditions: temperature 0 celsius, time 20 minute. Yields the product FC1=C(C#N)C(=CC=C1)OCC1CCCC1 (2-fluoro-6-(cyclopentylmethoxy)benzonitrile). The yield is 103.7%. Reaction SMILES: [H-].[Na+].[CH:3]1([CH2:8][OH:9])[CH2:7][CH2:6][CH2:5][CH2:4]1.[F:10][C:11]1[CH:18]=[CH:17][CH:16]=[C:15](F)[C:12]=1[C:13]#[N:14].O>CN(C=O)C>[F:10][C:11]1[CH:18]=[CH:17][CH:16]=[C:15]([O:9][CH2:8][CH:3]2[CH2:7][CH2:6][CH2:5][CH2:4]2)[C:12]=1[C:13]#[N:14] |f:0.1|. Procedure: Sodium hydride (60%; 349 mg; 8.7 mmol) was suspended in DMF (3 mL) and cooled to 0° C. under inert atmosphere. Cyclopentylmethanol (0.79 mL; 7.3 mmol) was added dropwise to the sodium hydride mixture. The solution was allowed to warm to room temperature and stirred for 20 minutes. The solution was then added dropwise to a solution of 2,6-difluorobenzonitrile (1.03 g; 7.4 mmol) in DMF (3 mL) cooled to 0° C. The mixture was allowed to warm to room temperature and stirred for 4 hours. The solution ... Reactants: C(CCC)OC1=NSC=C1 (3-n-Butoxyisothiazole), FS(=O)(=O)OC (methyl fluorosulfonate). The product is FS(=O)(=O)[O-].C(CCC)OC1=[N+](SC=C1)C (3-n-butoxy-2-methylisothiazolium fluorosulfonate). RXN SMILES: [CH2:1]([O:5][C:6]1[CH:10]=[CH:9][S:8][N:7]=1)[CH2:2][CH2:3][CH3:4].[F:11][S:12]([O:15][CH3:16])(=[O:14])=[O:13]>>[F:11][S:12]([O-:15])(=[O:14])=[O:13].[CH2:1]([O:5][C:6]1[CH:10]=[CH:9][S:8][N+:7]=1[CH3:16])[CH2:2][CH2:3][CH3:4] |f:2.3|. Procedure: 3-n-Butoxyisothiazole (7.2 g, 0.046 mol) and 8 ml of methyl fluorosulfonate were heated to 70° for 1 hr. After cooling, the solid was washed with ether and dried to yield 8.7 g of 3-n-butoxy-2-methylisothiazolium fluorosulfonate a low melting solid. Spectral data (NMR & IR) were consistent with the assigned structure.